From a dataset of the Open Reaction Database (ORD), a public repository of structured organic reaction records. describe an organic reaction: reactants, conditions, products, and yield Reactants: NC1=C(C=CC(=C1)OCCCCCCN(C)CC=C)C(=O)C1=CC=C(C=C1)Br ([2-amino-4-[6-(allyl-methyl-amino)-hexyloxy]-phenyl]-(4-bromo-phenyl)-methanone), C(=O)N (formamide). Run in C(=O)O (formic acid). Product: C(C=C)N(C)CCCCCCOC1=CC=C2C(NC=NC2=C1)C1=CC=C(C=C1)Br ((RS)-allyl-[6-[4-(4-bromo-phenyl)-3,4-dihydro-quinazolin-7-yloxy]-hexyl]-methyl-amine). Reaction SMILES: [NH2:1][C:2]1[CH:7]=[C:6]([O:8][CH2:9][CH2:10][CH2:11][CH2:12][CH2:13][CH2:14][N:15]([CH2:17][CH:18]=[CH2:19])[CH3:16])[CH:5]=[CH:4][C:3]=1[C:20]([C:22]1[CH:27]=[CH:26][C:25]([Br:28])=[CH:24][CH:23]=1)=O.[CH:29]([NH2:31])=O>C(O)=O>[CH2:17]([N:15]([CH2:14][CH2:13][CH2:12][CH2:11][CH2:10][CH2:9][O:8][C:6]1[CH:7]=[C:2]2[C:3]([CH:20]([C:22]3[CH:27]=[CH:26][C:25]([Br:28])=[CH:24][CH:23]=3)[NH:31][CH:29]=[N:1]2)=[CH:4][CH:5]=1)[CH3:16])[CH:18]=[CH2:19]. Procedure details: A solution of 445 mg of [2-amino-4-[6-(allyl-methyl-amino)-hexyloxy]-phenyl]-(4-bromo-phenyl)-methanone in 1 ml of formic acid and 4 ml of formamide is boiled at 160° C. for 35 hrs., then concentrated and converted into the free amine (title compound) with sodium bicarbonate solution saturated with methylene chloride. The residue is dissolved in methylene chloride/ether and treated with 73 mg of fumaric acid. After stirring the mixture is decanted and the residue is triturated with ether and fil... The reactants are C(C)(C)(C)OC(N[C@H]1C(N(CC(=CC1)CCl)OCC1=CC=CC=C1)=O)=O ((1-Benzyloxy-6-chloromethyl-2-oxo-2,3,4,7-tetrahydro-1H-azepin-3-(R)-yl)-carbamic acid tert-butyl ester), N1CCOCC1 (morpholine). The solvent is C(C)#N (acetonitrile). Reaction conditions: temperature 65 celsius. Yields the product C(C)(C)(C)OC(N[C@H]1C(N(CC(=CC1)CN1CCOCC1)OCC1=CC=CC=C1)=O)=O ((1-Benzyloxy-6-morpholin-4-ylmethyl-2-oxo-2,3,4,7-tetrahydro-1H-azepin-3-(R)-yl)-carbamic acid tert-butyl ester). RXN SMILES: [C:1]([O:5][C:6](=[O:26])[NH:7][C@@H:8]1[CH2:14][CH:13]=[C:12]([CH2:15]Cl)[CH2:11][N:10]([O:17][CH2:18][C:19]2[CH:24]=[CH:23][CH:22]=[CH:21][CH:20]=2)[C:9]1=[O:25])([CH3:4])([CH3:3])[CH3:2].[NH:27]1[CH2:32][CH2:31][O:30][CH2:29][CH2:28]1>C(#N)C>[C:1]([O:5][C:6](=[O:26])[NH:7][C@@H:8]1[CH2:14][CH:13]=[C:12]([CH2:15][N:27]2[CH2:32][CH2:31][O:30][CH2:29][CH2:28]2)[CH2:11][N:10]([O:17][CH2:18][C:19]2[CH:24]=[CH:23][CH:22]=[CH:21][CH:20]=2)[C:9]1=[O:25])([CH3:4])([CH3:3])[CH3:2]. Procedure: To a solution of 234 mg of (1-Benzyloxy-6-chloromethyl-2-oxo-2,3,4,7-tetrahydro-1H-azepin-3-(R)-yl)-carbamic acid tert-butyl ester in 10 mL of acetonitrile was added 0.5 mL of morpholine. The mixture was heated to 65° C. for 2 hours. The reaction was cooled and the mixture was extracted with ethyl acetate. The organic layer was washed with NaHCO3(aq.) and NaCl (aq.) solutions. The aqueous layers were re-extracted with ethyl acetate, and the organic layers were combined and dried over Na2SO4(s). ... Yields the product C(C)OC(=O)C=1C(=NC2=CC=C(C=C2C1C1=CC=CC=C1)Cl)N1CCC(CC1)(F)F (6-Chloro-2-(4,4-difluoro-piperidin-1-yl)-4-phenyl-quinoline-3-carboxylic acid ethyl ester). Procedure details: The title compound was prepared in analogy to example 11 step C from 2,6-dichloro-4-phenyl-quinoline-3-carboxylic acid ethyl ester (prepared as described in example 11 step B) and 4,4-difluoro-piperidine. Pale yellow solid (110 mg, 44%). LC-MS: 431 (M+H)+. The reactants are C(C)OC(=O)C=1C(=NC2=CC=C(C=C2C1C1=CC=CC=C1)Cl)Cl (2,6-dichloro-4-phenyl-quinoline-3-carboxylic acid ethyl ester), FC1(CCNCC1)F (4,4-difluoro-piperidine), solid. RXN SMILES: [CH2:1]([O:3][C:4]([C:6]1[C:7](Cl)=[N:8][C:9]2[C:14]([C:15]=1[C:16]1[CH:21]=[CH:20][CH:19]=[CH:18][CH:17]=1)=[CH:13][C:12]([Cl:22])=[CH:11][CH:10]=2)=[O:5])[CH3:2].[F:24][C:25]1([F:31])[CH2:30][CH2:29][NH:28][CH2:27][CH2:26]1>>[CH2:1]([O:3][C:4]([C:6]1[C:7]([N:28]2[CH2:29][CH2:30][C:25]([F:31])([F:24])[CH2:26][CH2:27]2)=[N:8][C:9]2[C:14]([C:15]=1[C:16]1[CH:21]=[CH:20][CH:19]=[CH:18][CH:17]=1)=[CH:13][C:12]([Cl:22])=[CH:11][CH:10]=2)=[O:5])[CH3:2]. Reactants: COC1=C(C=C(C=C1)C=CC1=CC=C(C=C1)[N+](=O)[O-])OC (1,2-Dimethoxy-4-[2-(4-nitrophenyl)ethenyl]benzene). The reagents and catalysts are [Pd] (Pd—C). The solvent is CN(C=O)C (dimethylformamide). Yields the product COC=1C=C(C=CC1OC)CCC1=CC=C(C=C1)N (4-[2-(3,4-Dimethoxy-phenyl)ethyl]-phenylamine). Yield: 61.9%. Reaction SMILES: [CH3:1][O:2][C:3]1[CH:8]=[CH:7][C:6]([CH:9]=[CH:10][C:11]2[CH:16]=[CH:15][C:14]([N+:17]([O-])=O)=[CH:13][CH:12]=2)=[CH:5][C:4]=1[O:20][CH3:21]>CN(C)C=O.[Pd]>[CH3:21][O:20][C:4]1[CH:5]=[C:6]([CH2:9][CH2:10][C:11]2[CH:12]=[CH:13][C:14]([NH2:17])=[CH:15][CH:16]=2)[CH:7]=[CH:8][C:3]=1[O:2][CH3:1]. Procedure: 1,2-Dimethoxy-4-[2-(4-nitrophenyl)ethenyl]benzene (12.1 g, 0.042 mol) was reduced in the presence of 10% Pd—C (2.0 g) in dimethylformamide (DMF) (120 mL) at 25° C. under a hydrogen atmosphere. The reaction mixture was concentrated in vacuo to give a solid. The solid was recrystallized from MeOH (400 mL) to yield a white crystalline product, 6.8 g (0.026 mol, 63%) of the desired product. mp 115-116° C. Reactants: O1C(NC2=NC=CC=C21)=O (3H-oxazolo[4,5-b]pyridin-2-one), N(=C=O)CC1CCCCC1 (isocyanatomethylcyclohexane). Run in O1CCOCC1 (dioxane). The product is O=C1OC=2C(=NC=CC2)N1.C1CC(CCC1)CC(=O)N (2-Oxo-oxazolo[4,5-b]pyridine 3-cyclohexylmethylcarboxamide). As a reaction SMILES: [O:1]1[C:9]2[C:4](=[N:5][CH:6]=[CH:7][CH:8]=2)[NH:3][C:2]1=[O:10].N([CH2:14][CH:15]1[CH2:20][CH2:19][CH2:18][CH2:17][CH2:16]1)=C=O>O1CCOCC1>[O:10]=[C:2]1[NH:3][C:4]2=[N:5][CH:6]=[CH:7][CH:8]=[C:9]2[O:1]1.[CH2:19]1[CH2:18][CH2:17][CH2:16][CH:15]([CH2:14][C:2]([NH2:3])=[O:1])[CH2:20]1 |f:3.4|. Procedure: 100 mg (0.735 mmol) of 3H-oxazolo[4,5-b]pyridin-2-one were reacted in analogy to Example 1 with 102 mg (0.735 mmol) of isocyanatomethylcyclohexane in dioxane at 80° C. Yield: 43 mg (21%), M+H+: 276.13. Starting materials: CCC(=CC(=NO)C(N)=O)C(C)[N+](=O)[O-], CC(=O)O, CO, C=[N+]=[N-]. Product: CCC(=CC(=NOC)C(N)=O)C(C)[N+](=O)[O-]. Reaction SMILES: [CH2:1]([CH3:2])[C:3](=[CH:4][C:5]([C:6](=[O:7])[NH2:8])=[N:9][OH:10])[CH:11]([CH3:12])[N+:13](=[O:14])[O-:15].[CH3:19][C:20](=[O:21])[OH:22].[CH3:23][OH:24].[N+:16](=[N-:17])=[CH2:18]>>[CH2:1]([CH3:2])[C:3](=[CH:4][C:5]([C:6](=[O:7])[NH2:8])=[N:9][O:10][CH3:18])[CH:11]([CH3:12])[N+:13](=[O:14])[O-:15]. Starting materials: C=O (paraformaldehyde), C(C)(C)(C)[Li] (tert-Butyllithium), solution, C(C)(C)(C)[Si](C)(C)OC(CC=CI)C1(CCC1)CCC (tert-Butyl-[4-iodo-1-(propylcyclobutyl)but-3-enyloxy]dimethylsilane). Solvent: CCCCC (pentane), C1CCOC1 (THF). Conditions: time 16 hour. The product is [Si](C)(C)(C(C)(C)C)OC(CC=CCO)C1(CCC1)CCC (5-(tert-butyldimethylsilanyloxy)-5-(1-propylcyclobutyl)pent-2-en-1-ol). Isolated yield 26.4%. As a reaction SMILES: C([Li])(C)(C)C.[C:6]([Si:10]([O:13][CH:14]([C:19]1([CH2:23][CH2:24][CH3:25])[CH2:22][CH2:21][CH2:20]1)[CH2:15][CH:16]=[CH:17]I)([CH3:12])[CH3:11])([CH3:9])([CH3:8])[CH3:7].[CH2:26]=[O:27]>CCCCC.C1COCC1>[Si:10]([O:13][CH:14]([C:19]1([CH2:23][CH2:24][CH3:25])[CH2:22][CH2:21][CH2:20]1)[CH2:15][CH:16]=[CH:17][CH2:26][OH:27])([C:6]([CH3:9])([CH3:8])[CH3:7])([CH3:12])[CH3:11]. Procedure details: tert-Butyllithium (1.32 mL of a 1.7M solution in pentane, 2.25 mmol) was added to a solution of the vinyl iodide 6 (460 mg, 1.25 mmol) in THF (2.2 mL) at −78° C. After 0.5 h paraformaldehyde (50 mg, 1.67 mmol) was added. The reaction was warmed to room temperature and stirred for 16 h. The reaction was quenched with saturated aqueous NH4Cl and extracted with EtOAc. The organic portion was dried (MgSO4), filtered and concentrated in vacuo. FCC (silica gel, 4:1 hex/EtOAc) yielded 103 mg (33%) of t...